Dataset: the Open Reaction Database (ORD), a public repository of structured organic reaction records. Task: describe an organic reaction: reactants, conditions, products, and yield Starting materials: CC(=O)O[BH-](OC(C)=O)OC(C)=O, CN1CCNCC1, CC(=O)O, CN(C)C=O, [Na+], O=Cc1ccc2[nH]c(-c3n[nH]c4ccccc34)cc2c1. Reaction SMILES: [C:32]([O:33][BH-:34]([O:35][C:36](=[O:37])[CH3:38])[O:39][C:40](=[O:41])[CH3:42])(=[O:43])[CH3:44].[CH3:21][N:22]1[CH2:23][CH2:24][NH:25][CH2:26][CH2:27]1.[CH3:28][C:29](=[O:30])[OH:31].[CH:46]([N:47]([CH3:48])[CH3:49])=[O:50].[Na+:45].[nH:1]1[n:2][c:3](-[c:10]2[nH:11][c:12]3[cH:13][cH:14][c:15]([CH:19]=[O:20])[cH:16][c:17]3[cH:18]2)[c:4]2[cH:5][cH:6][cH:7][cH:8][c:9]12>>[nH:1]1[n:2][c:3](-[c:10]2[nH:11][c:12]3[cH:13][cH:14][c:15]([CH2:19][N:25]4[CH2:24][CH2:23][N:22]([CH3:21])[CH2:27][CH2:26]4)[cH:16][c:17]3[cH:18]2)[c:4]2[cH:5][cH:6][cH:7][cH:8][c:9]12. Yields the product CN1CCN(Cc2ccc3[nH]c(-c4n[nH]c5ccccc45)cc3c2)CC1. The reactants are COC1=CC=C(C=C1)O (MEHQ), BrCCCN1C(C=2C(C1=O)=CC=CC2)=O (N-(3-bromopropyl)phthalimide), CC(=C)C(=O)NCCCN(C)C (DMAPMA). The solvent is C(C)(C)O (isopropanol). Reaction conditions: time 8 hour. Yields the product CN(CCCNC(C(=C)C)=O)C.BrCCCN1C(C=2C(C1=O)=CC=CC2)=O (N-[3-(dimethylamino)propyl]methacrylamide N-(3-bromopropyl)phthalimide). RXN SMILES: COC1C=CC(O)=CC=1.[Br:10][CH2:11][CH2:12][CH2:13][N:14]1[C:18](=[O:19])[C:17]2=[CH:20][CH:21]=[CH:22][CH:23]=[C:16]2[C:15]1=[O:24].[CH3:25][C:26]([C:28]([NH:30][CH2:31][CH2:32][CH2:33][N:34]([CH3:36])[CH3:35])=[O:29])=[CH2:27]>C(O)(C)C>[CH3:36][N:34]([CH3:35])[CH2:33][CH2:32][CH2:31][NH:30][C:28](=[O:29])[C:26]([CH3:27])=[CH2:25].[Br:10][CH2:11][CH2:12][CH2:13][N:14]1[C:18](=[O:19])[C:17]2=[CH:20][CH:21]=[CH:22][CH:23]=[C:16]2[C:15]1=[O:24] |f:4.5|. Reported procedure: A 500 ml flask is charged with isopropanol (200 mL), MEHQ (methylhydroquinone, 0.5 g), N-(3-bromopropyl)phthalimide (53.6 g, 0.2 mole) and DMAPMA (N-[3-(dimethylamino)propyl]methacrylamide, 37.5 g, 0.22 mole). The mixture is heated at reflux for 12 hours. The solution is then cooled down and the majority of the solvent was removed by vacuum distillation. The resulting viscous liquid is put into freezer overnight. The resulting precipitate is dried and collected to provide the title compound in n... Starting materials: BrC(C(=O)OCC)CCCCCC (ethyl 2-bromooctanoate), CN1C(=NC=C1)S (1-methyl-2-mercapto imidazole). Product: C(C)OC(C(CCCCCC)SC=1N(C=CN1)C)=O (2-(1-methyl-1H-imidazol-2-ylsulfanyl)-octanoic acid ethyl ester). Reaction SMILES: Br[CH:2]([CH2:8][CH2:9][CH2:10][CH2:11][CH2:12][CH3:13])[C:3]([O:5][CH2:6][CH3:7])=[O:4].[CH3:14][N:15]1[CH:19]=[CH:18][N:17]=[C:16]1[SH:20]>>[CH2:6]([O:5][C:3](=[O:4])[CH:2]([S:20][C:16]1[N:15]([CH3:14])[CH:19]=[CH:18][N:17]=1)[CH2:8][CH2:9][CH2:10][CH2:11][CH2:12][CH3:13])[CH3:7]. Procedure details: 2-(1-methyl-1H-imidazol-2-ylsulfanyl)-octanoic acid ethyl ester was prepared according to the general method as outlined in example 9. Starting from ethyl 2-bromooctanoate (12.1 g, 48 mmol) and 1-methyl-2-mercapto imidazole (5 g, 43.8 mmol). Yield: 12 g (96%); clear oil; MS: 285 (M+H)+. The solvent is CS(=O)C (dimethylsulfoxide). The reactants are ice water, OC1=CC=C(C(=O)O)C=C1 (4-hydroxybenzoic acid), [OH-].[Na+] (sodium hydroxide), Cl (hydrochloric acid), C(CCCCCCC)Br (n-octylbromide). Procedure details: 19.20 grams (150 mmol) of 4-hydroxybenzoic acid was added to an aqueous solution of sodium hydroxide (12.00 grams in 120 milliliters of water) and the mixture stirred until all the solid had dissolved. The solution was added in a portionwise manner over a period of about 5 minutes so that the temperature of the reaction mixture did not exceed 85° C. to 480 milliliters of dimethylsulfoxide which had previously been warmed to 80° C. To the resulting solution was added dropwise 28.95 grams (150 mmo... Product: C(CCCCCCC)OC1=C(C(=O)O)C=CC=C1 (octyloxybenzoic acid). As a reaction SMILES: O[C:2]1[CH:10]=[CH:9][C:5]([C:6]([OH:8])=[O:7])=[CH:4][CH:3]=1.[OH-:11].[Na+].[CH2:13](Br)[CH2:14][CH2:15][CH2:16][CH2:17][CH2:18][CH2:19][CH3:20].Cl>CS(C)=O>[CH2:13]([O:11][C:9]1[CH:10]=[CH:2][CH:3]=[CH:4][C:5]=1[C:6]([OH:8])=[O:7])[CH2:14][CH2:15][CH2:16][CH2:17][CH2:18][CH2:19][CH3:20] |f:1.2|. Reaction conditions: temperature 80 celsius. The reactants are N(=NC(=O)N1CCCCC1)C(=O)N1CCCCC1 (1,1′-(azodicarbonyl)dipiperidine), C1(CC1)C1=NC2=C(N1C)C=C(C=C2)N2C(C=C(C=C2)O)=O (1-(2-cyclopropyl-1-methyl-1H-benzimidazol-6-yl)-4-hydroxypyridin-2(1H)-one), ClC1=CC=C(O1)CO ((5-chloro-2-furyl)methanol), C(CCC)P(CCCC)CCCC (tributylphosphine). Run in C1CCOC1 (THF), CCOC(=O)C (EtOAc). Conditions: temperature 60 celsius, time 2 hour. Yields the product ClC1=CC=C(O1)COC1=CC(N(C=C1)C=1C=CC2=C(N(C(=N2)C2CC2)C)C1)=O (4-((5-Chloro-2-furyl)methoxy)-1-(2-cyclopropyl-1-methyl-1H-benzimidazol-6-yl)pyridin-2(1H)-one). Yield: 2.7%. RXN SMILES: [CH:1]1([C:4]2[N:8]([CH3:9])[C:7]3[CH:10]=[C:11]([N:14]4[CH:19]=[CH:18][C:17]([OH:20])=[CH:16][C:15]4=[O:21])[CH:12]=[CH:13][C:6]=3[N:5]=2)[CH2:3][CH2:2]1.[Cl:22][C:23]1[O:27][C:26]([CH2:28]O)=[CH:25][CH:24]=1.C(P(CCCC)CCCC)CCC.N(C(N1CCCCC1)=O)=NC(N1CCCCC1)=O>CCOC(C)=O.C1COCC1>[Cl:22][C:23]1[O:27][C:26]([CH2:28][O:20][C:17]2[CH:18]=[CH:19][N:14]([C:11]3[CH:12]=[CH:13][C:6]4[N:5]=[C:4]([CH:1]5[CH2:2][CH2:3]5)[N:8]([CH3:9])[C:7]=4[CH:10]=3)[C:15](=[O:21])[CH:16]=2)=[CH:25][CH:24]=1. Procedure: To a mixture of 1-(2-cyclopropyl-1-methyl-1H-benzimidazol-6-yl)-4-hydroxypyridin-2(1H)-one (100 mg), (5-chloro-2-furyl)methanol (94 mg), tributylphosphine (0.264 ml) and THF (10 ml) was added 1,1′-(azodicarbonyl)dipiperidine (269 mg), and the mixture was stirred at 60° C. for 2 h. The reaction mixture was diluted with EtOAc, washed with water and brine successively, dried over MgSO4, and concentrated in vacuo. The residue was purified by NH silica gel column chromatography (hexane/EtOAc), follow...